From a dataset of the Open Reaction Database (ORD), a public repository of structured organic reaction records. describe an organic reaction: reactants, conditions, products, and yield The reactants are ClC1=CC=C(C=C1)C#CC1=CC=C(CN(C2=CC3=C(OC(OC3=O)(C)C)C=C2)CCCCCC)C=C1 (6-({4-[(4-chlorophenyl)ethynyl]benzyl}(hexyl)amino)-2,2-dimethyl-4H-1,3-benzodioxin-4-one), [OH-].[Na+] (NaOH). The solvent is CO (MeOH). Run at time 1.5 hour. Product: ClC1=CC=C(C=C1)C#CC1=CC=C(CN(C=2C=CC(=C(C(=O)O)C2)O)CCCCCC)C=C1 (5-({4-[(4-chlorophenyl)ethynyl]benzyl}(hexyl)amino)-2-hydroxybenzoic acid). Yield: 29.1%. RXN SMILES: [Cl:1][C:2]1[CH:7]=[CH:6][C:5]([C:8]#[C:9][C:10]2[CH:36]=[CH:35][C:13]([CH2:14][N:15]([CH2:29][CH2:30][CH2:31][CH2:32][CH2:33][CH3:34])[C:16]3[CH:28]=[CH:27][C:19]4[O:20]C(C)(C)[O:22][C:23](=[O:24])[C:18]=4[CH:17]=3)=[CH:12][CH:11]=2)=[CH:4][CH:3]=1.[OH-].[Na+]>CO>[Cl:1][C:2]1[CH:3]=[CH:4][C:5]([C:8]#[C:9][C:10]2[CH:11]=[CH:12][C:13]([CH2:14][N:15]([CH2:29][CH2:30][CH2:31][CH2:32][CH2:33][CH3:34])[C:16]3[CH:28]=[CH:27][C:19]([OH:20])=[C:18]([CH:17]=3)[C:23]([OH:24])=[O:22])=[CH:35][CH:36]=2)=[CH:6][CH:7]=1 |f:1.2|. Reported procedure: To a solution of 6-({4-[(4-chlorophenyl)ethynyl]benzyl}(hexyl)amino)-2,2-dimethyl-4H-1,3-benzodioxin-4-one (3.40 g, 6.77 mmol) in MeOH (150 mL) was added an aqueous solution of NaOH (5.5 mL, 5N). The reaction mixture was stirred at rt for 1.5 hr and a solid precipitated out. Water (250 mL) was added, and then the precipitate was filtered and washed with water (3×). The solid was taken up with MeOH (150 mL), an aqueous solution of NaOH (5.5 mL, 5N) was added and the resulting mixture was heated a... Reactants: C1(CC1)C=1C(=CC(=NC1)C(=O)O)OCC1CC1 (5-Cyclopropyl-4-cyclopropylmethoxy-pyridine-2-carboxylic acid), Cl.FC1(C[C@@H](NC1)C(=O)N)F ((R)-4,4-difluoropyrrolidine-2-carboxamide hydrochloride). The product is C1(CC1)C=1C(=CC(=NC1)C(=O)N1[C@@H](CC(C1)(F)F)C(=O)N)OCC1CC1 ((2S)-1-[5-cyclopropyl-4-(cyclopropylmethoxy)pyridine-2-carbonyl]-4,4-difluoropyrrolidine-2-carboxamide). As a reaction SMILES: [CH:1]1([C:4]2[C:5]([O:13][CH2:14][CH:15]3[CH2:17][CH2:16]3)=[CH:6][C:7]([C:10]([OH:12])=O)=[N:8][CH:9]=2)[CH2:3][CH2:2]1.Cl.[F:19][C:20]1([F:28])[CH2:24][NH:23][C@@H:22]([C:25]([NH2:27])=[O:26])[CH2:21]1>>[CH:1]1([C:4]2[C:5]([O:13][CH2:14][CH:15]3[CH2:17][CH2:16]3)=[CH:6][C:7]([C:10]([N:23]3[CH2:24][C:20]([F:28])([F:19])[CH2:21][C@H:22]3[C:25]([NH2:27])=[O:26])=[O:12])=[N:8][CH:9]=2)[CH2:2][CH2:3]1 |f:1.2|. Procedure details: The title compound was synthesized in analogy to Example 112e, using 5-Cyclopropyl-4-cyclopropylmethoxy-pyridine-2-carboxylic acid (Example 42c) and (R)-4,4-difluoropyrrolidine-2-carboxamide hydrochloride (CAN 719267-96-6) as starting materials and isolated (160 mg, 51%); MS (ESI, m/z): 366.2 (M+H+). The reactants are 10, S1C(=CC=C1)CN1C2=NC=NC=C2N=C1NC1CCN(CC1)CCNC(OCC)=O (ethyl [2-[4-[[9-(2-thienylmethyl)-9H-purin-8-yl]amino]-1-piperidinyl]ethyl]carbamate), [OH-].[K+] (potassium hydroxide). Run in CC(C)O (2-propanol). Conditions: time 8 hour. Yields the product NCCN1CCC(CC1)NC=1N(C2=NC=NC=C2N1)CC=1SC=CC1 (N-[1-(2-aminoethyl)-4-piperidinyl]-9-(2-thienylmethyl)-9H-purin-8-amine). Yield: 56.0%. RXN SMILES: [S:1]1[CH:5]=[CH:4][CH:3]=[C:2]1[CH2:6][N:7]1[C:15]([NH:16][CH:17]2[CH2:22][CH2:21][N:20]([CH2:23][CH2:24][NH:25]C(=O)OCC)[CH2:19][CH2:18]2)=[N:14][C:13]2[C:8]1=[N:9][CH:10]=[N:11][CH:12]=2.[OH-].[K+]>CC(O)C>[NH2:25][CH2:24][CH2:23][N:20]1[CH2:19][CH2:18][CH:17]([NH:16][C:15]2[N:7]([CH2:6][C:2]3[S:1][CH:5]=[CH:4][CH:3]=3)[C:8]3[C:13]([N:14]=2)=[CH:12][N:11]=[CH:10][N:9]=3)[CH2:22][CH2:21]1 |f:1.2|. Procedure details: A mixture of 10 parts of ethyl [2-[4-[[9-(2-thienylmethyl)-9H-purin-8-yl]amino]-1-piperidinyl]ethyl]carbamate, 10 parts of potassium hydroxide and 240 parts of 2-propanol was stirred overnight at reflux temperature. The reaction mixture was evaporated. Water was added. After stirring, the product was filtered off and dried, yielding 3.6 parts (56%) of N-[1-(2-aminoethyl)-4-piperidinyl]-9-(2-thienylmethyl)-9H-purin-8-amine (compound 163). The reactants are C(=O)(N1C=NC=C1)N1C=NC=C1 (carbonyldiimidazole), COC1=C(C=CC=C1)[C@@H](C(=O)O)C ((S)-2-(2-methoxyphenyl)propionic acid), Cl.C1(=CC=CC=C1)C1(CC[C@@H]([C@H]2CNC[C@@H]12)O)C1=CC=CC=C1 ((3aR,4S,7aR)-7,7-diphenyl-4-perhydroisoindolol hydrochloride). Solvent: ClCCl (dichloromethane). Reaction conditions: time 1 hour. Yields the product C1(=CC=CC=C1)C1(CC[C@@H]([C@H]2CN(C[C@@H]12)C([C@@H](C)C1=C(C=CC=C1)OC)=O)O)C1=CC=CC=C1 ((3aR,4S,7aR)-7,7-diphenyl-2-[(S)-2-(2-methoxyphenyl)propionyl]-4-perhydroisoindolol). Isolated yield 29.0%. Reaction SMILES: C(N1C=CN=C1)(N1C=CN=C1)=O.[CH3:13][O:14][C:15]1[CH:20]=[CH:19][CH:18]=[CH:17][C:16]=1[C@H:21]([CH3:25])[C:22]([OH:24])=O.Cl.[C:27]1([C:33]2([C:43]3[CH:48]=[CH:47][CH:46]=[CH:45][CH:44]=3)[C@H:41]3[C@H:37]([CH2:38][NH:39][CH2:40]3)[C@@H:36]([OH:42])[CH2:35][CH2:34]2)[CH:32]=[CH:31][CH:30]=[CH:29][CH:28]=1>ClCCl>[C:43]1([C:33]2([C:27]3[CH:32]=[CH:31][CH:30]=[CH:29][CH:28]=3)[C@H:41]3[C@H:37]([CH2:38][N:39]([C:22](=[O:24])[C@H:21]([C:16]4[CH:17]=[CH:18][CH:19]=[CH:20][C:15]=4[O:14][CH3:13])[CH3:25])[CH2:40]3)[C@@H:36]([OH:42])[CH2:35][CH2:34]2)[CH:44]=[CH:45][CH:46]=[CH:47][CH:48]=1 |f:2.3|. Procedure details: 0.37 g of carbonyldiimidazole is added to a solution, cooled to +4° C., of 0.41 g of (S)-2-(2-methoxyphenyl)propionic acid in 15 cm3 of dry dichloromethane. The mixture is stirred for one hour at +4° C. and then a solution of 0.75 g of (3aR,4S,7aR)-7,7-diphenyl-4-perhydroisoindolol hydrochloride is added. The reaction mixture is stirred at room temperature for 20 hours and then then washed twice with 10 cm3 of water, dried over magnesium sulphate, filtered and concentrated to dryness under reduc... The reactants are ClP(Cl)(Cl)(Cl)Cl, O=c1[nH]c(C=Cc2ccc([N+](=O)[O-])o2)nc2ccccc12, O=P(Cl)(Cl)Cl. Yields the product O=[N+]([O-])c1ccc(C=Cc2nc(Cl)c3ccccc3n2)o1. As a reaction SMILES: [Cl:1][P:2]([Cl:3])([Cl:4])([Cl:5])[Cl:6].[N+:7](=[O:8])([O-:9])[c:10]1[cH:11][cH:12][c:13]([CH:15]=[CH:16][c:17]2[n:18][c:19]3[cH:20][cH:21][cH:22][cH:23][c:24]3[c:25](=[O:27])[nH:26]2)[o:14]1.[P:28]([Cl:29])([Cl:30])([Cl:31])=[O:32]>>[Cl:1][c:25]1[c:24]2[c:19]([n:18][c:17]([CH:16]=[CH:15][c:13]3[cH:12][cH:11][c:10]([N+:7](=[O:8])[O-:9])[o:14]3)[n:26]1)[cH:20][cH:21][cH:22][cH:23]2. The reactants are ClC1=CC=C(CNC(=O)C=2C(C3=C(N(C2)C)C(=C(S3)CCl)C)=O)C=C1 (N-(4-chlorobenzyl)-2-(chloromethyl)-3,4-dimethyl-7-oxo-4,7-dihydrothieno[3,2-b]pyridine-6-carboxamide), CNCP(O)(=O)C1=CC=CC=C1 (1-(methylamino)methyl(phenyl)phosphinic acid), C([O-])([O-])=O.[K+].[K+] (potassium carbonate), CN(C)C=O (DMF). The solvent is O (water). Conditions: temperature 60 celsius, time 30 minute. Yields the product ClC1=CC=C(CNC(=O)C=2C(C3=C(N(C2)C)C(=C(S3)CN(C)OP(=O)(C3=CC=CC=C3)C)C)=O)C=C1 ([[(6-{[(4-chlorobenzyl)amino]carbonyl}-3,4-dimethyl-7-oxo-4,7-dihydrothieno[3,2-b]pyridin-2-yl)methyl](methyl)amino]methyl(phenyl)phosphinic acid). As a reaction SMILES: [Cl:1][C:2]1[CH:25]=[CH:24][C:5]([CH2:6][NH:7][C:8]([C:10]2[C:11](=[O:23])[C:12]3[S:19][C:18]([CH2:20]Cl)=[C:17]([CH3:22])[C:13]=3[N:14]([CH3:16])[CH:15]=2)=[O:9])=[CH:4][CH:3]=1.CN[CH2:28][P:29]([C:32]1[CH:37]=[CH:36][CH:35]=[CH:34][CH:33]=1)(=[O:31])[OH:30].C(=O)([O-])[O-].[K+].[K+].[CH3:44][N:45](C=O)C>O>[Cl:1][C:2]1[CH:3]=[CH:4][C:5]([CH2:6][NH:7][C:8]([C:10]2[C:11](=[O:23])[C:12]3[S:19][C:18]([CH2:20][N:45]([O:30][P:29]([CH3:28])([C:32]4[CH:33]=[CH:34][CH:35]=[CH:36][CH:37]=4)=[O:31])[CH3:44])=[C:17]([CH3:22])[C:13]=3[N:14]([CH3:16])[CH:15]=2)=[O:9])=[CH:24][CH:25]=1 |f:2.3.4|. Procedure: A mixture of N-(4-chlorobenzyl)-2-(chloromethyl)-3,4-dimethyl-7-oxo-4,7-dihydrothieno[3,2-b]pyridine-6-carboxamide (25 mg, 0.063 mmol), 1-(methylamino)methyl(phenyl)phosphinic acid (R. Tyka, Synthesis 1984, 218) (24 mg, 0.0.13 mmol) and potassium carbonate (35 mg, 0.25 mmol) in dry DMF (1.0 mL) and water (0.25 mL) was stirred at 60° C. for 30 minutes, going to a solution. HPLC analysis indicated reaction was complete. The solvent was removed in vacuo, and the resulting white solid was washed wit... Starting materials: C([O-])([O-])=O.[K+].[K+] (Potassium carbonate), C(CCC)I (butyliodide), S.[Na] (Sodium hydrogen sulfide), ClC=1C(=NSN1)C=1C=NC=CC1 (3-(4-chloro-1,2,5-thiadiazol-3-yl)pyridine). The solvent is CN(C)C=O (DMF), O (Water). Conditions: time 30 minute. Product: C(CCC)SC=1C(=NSN1)C=1C=NC=CC1 (3-(4-butylthio-1,2,5-thiadiazol-3-yl)pyridine). Reaction SMILES: [SH2:1].[Na].Cl[C:4]1[C:5]([C:9]2[CH:10]=[N:11][CH:12]=[CH:13][CH:14]=2)=[N:6][S:7][N:8]=1.C(=O)([O-])[O-].[K+].[K+].[CH2:21](I)[CH2:22][CH2:23][CH3:24]>CN(C=O)C.O>[CH2:21]([S:1][C:4]1[C:5]([C:9]2[CH:10]=[N:11][CH:12]=[CH:13][CH:14]=2)=[N:6][S:7][N:8]=1)[CH2:22][CH2:23][CH3:24] |f:0.1,3.4.5,^1:1|. Procedure: Sodium hydrogen sulfide (0.5 g, 6.8 mmol) was added to a solution of 3-(4-chloro-1,2,5-thiadiazol-3-yl)pyridine (0.5 g, 2.5 mmol) in DMF (20 ml) at room temperature and the reaction mixture was stirred for 30 min. Potassium carbonate (2 g, 14.5 mmol) and butyliodide (1 ml, 8.8 mmol) were added and the reaction mixture was stirred for additionally 10 min. Water (50 ml) was added and extracted with ether. The combined ether phases were dried and evaporated to give the title compound. Yield: 0.6 g.